Dataset: the Open Reaction Database (ORD), a public repository of structured organic reaction records. Task: describe an organic reaction: reactants, conditions, products, and yield Reactants: CO (methanol), NC1=C2N(C(N(C2=NC=N1)[C@H]1CN(CC1)C(C#CC)=O)=O)C1=CC=C(C=C1)C(C1=CC=CC=C1)=O (6-amino-7-(4-benzoylphenyl)-9-[(3R)-1-(2-butynoyl)-3-pyrrolidinyl]-7,9-dihydro-8H-purin-8-one), [BH4-].[Na+] (sodium borohydride). The solvent is C(C)(=O)OCC (ethyl acetate). Run at time 30 minute. The product is NC1=C2N(C(N(C2=NC=N1)[C@H]1CN(CC1)C(C#CC)=O)=O)C1=CC=C(C=C1)C(C1=CC=CC=C1)O (6-amino-9-[(3R)-1-(2-butynoyl)-3-pyrrolidinyl]-7-{4-[hydroxy(phenyl)methyl]phenyl}-7,9-dihydro-8H-purin-8-one). Isolated yield 92.9%. RXN SMILES: CO.[NH2:3][C:4]1[N:12]=[CH:11][N:10]=[C:9]2[C:5]=1[N:6]([C:24]1[CH:29]=[CH:28][C:27]([C:30](=[O:37])[C:31]3[CH:36]=[CH:35][CH:34]=[CH:33][CH:32]=3)=[CH:26][CH:25]=1)[C:7](=[O:23])[N:8]2[C@@H:13]1[CH2:17][CH2:16][N:15]([C:18](=[O:22])[C:19]#[C:20][CH3:21])[CH2:14]1.[BH4-].[Na+]>C(OCC)(=O)C>[NH2:3][C:4]1[N:12]=[CH:11][N:10]=[C:9]2[C:5]=1[N:6]([C:24]1[CH:29]=[CH:28][C:27]([CH:30]([OH:37])[C:31]3[CH:32]=[CH:33][CH:34]=[CH:35][CH:36]=3)=[CH:26][CH:25]=1)[C:7](=[O:23])[N:8]2[C@@H:13]1[CH2:17][CH2:16][N:15]([C:18](=[O:22])[C:19]#[C:20][CH3:21])[CH2:14]1 |f:2.3|. Reported procedure: A methanol (1 mL) solution of the compound (30 mg) prepared in Example 19(40) was cooled to 0° C.; sodium borohydride (2.4 mg) was added; and stirring was carried out for 30 minutes. The reaction mixture was diluted with ethyl acetate and was then washed with water and a saturated aqueous sodium chloride solution. The organic layer was dried over sodium sulfate followed by concentration under reduced pressure, and the obtained residue was purified by silica gel column chromatography (ethyl aceta... Reactants: [Al], CCC#CC(=O)Cl, Cl[Al](Cl)Cl, ClCCl, [Na+], O=C([O-])O, c1cnc2[nH]ccc2c1. The product is CCC#CC(=O)c1c[nH]c2ncccc12. RXN SMILES: [Al:26].[C:14]([C:15]#[C:16][CH2:17][CH3:18])(=[O:19])[Cl:20].[Cl:1][Al:2]([Cl:3])[Cl:4].[Cl:27][CH2:28][Cl:29].[Na+:21].[OH:22][C:23](=[O:24])[O-:25].[nH:5]1[cH:6][cH:7][c:8]2[c:9]1[n:10][cH:11][cH:12][cH:13]2>>[nH:5]1[cH:6][c:7]([C:14]([C:15]#[C:16][CH2:17][CH3:18])=[O:19])[c:8]2[c:9]1[n:10][cH:11][cH:12][cH:13]2. The reactants are ClC1=CC(=C(C(=O)O)C=C1)C(Cl)Cl (4-chloro-2-dichloromethylbenzoic acid), O.NN (hydrazine hydrate). Run in C(C)O (ethanol). Product: ClC=1C=C2C=NNC(C2=CC1)=O (6-chloro-1-phthalazinone). The yield is 63.1%. RXN SMILES: [Cl:1][C:2]1[CH:10]=[CH:9][C:5]([C:6](O)=[O:7])=[C:4]([CH:11](Cl)Cl)[CH:3]=1.O.[NH2:15][NH2:16]>C(O)C>[Cl:1][C:2]1[CH:3]=[C:4]2[C:5](=[CH:9][CH:10]=1)[C:6](=[O:7])[NH:16][N:15]=[CH:11]2 |f:1.2|. Procedure: A solution of 23.9 g (0.1 mole) of 4-chloro-2-dichloromethylbenzoic acid and 16 g (0.32 mole) of hydrazine hydrate in 200 ml of ethanol was heated under reflux for 3 hours. The ethanol was evaporated under reduced pressure, and the residue recrystallized from ethanol to give 11.4 g (yield: 63%) of 6-chloro-1-phthalazinone having a melting point of 272°-273° C. The reactants are C1COCCO1, COC(=O)CCc1cc(-c2cncc(OCC3CCN3C(=O)OC(C)(C)C)c2)on1, CN, O. Yields the product CNC(=O)CCc1cc(-c2cncc(OCC3CCN3C(=O)OC(C)(C)C)c2)on1. Reaction SMILES: [CH2:34]1[O:35][CH2:36][CH2:37][O:38][CH2:39]1.[CH3:1][O:2][C:3]([CH2:4][CH2:5][c:6]1[n:7][o:8][c:9](-[c:11]2[cH:12][n:13][cH:14][c:15]([O:17][CH2:18][CH:19]3[N:20]([C:23](=[O:24])[O:25][C:26]([CH3:27])([CH3:28])[CH3:29])[CH2:21][CH2:22]3)[cH:16]2)[cH:10]1)=[O:30].[CH3:31][NH2:32].[OH2:33]>>[C:3]([CH2:4][CH2:5][c:6]1[n:7][o:8][c:9](-[c:11]2[cH:12][n:13][cH:14][c:15]([O:17][CH2:18][CH:19]3[N:20]([C:23](=[O:24])[O:25][C:26]([CH3:27])([CH3:28])[CH3:29])[CH2:21][CH2:22]3)[cH:16]2)[cH:10]1)(=[O:30])[NH:32][CH3:31].